Dataset: the Open Reaction Database (ORD), a public repository of structured organic reaction records. Task: describe an organic reaction: reactants, conditions, products, and yield Starting materials: ice water, BrN1C(CCC1=O)=O (N-bromosuccinimide), Cl(=O)(=O)(=O)O (perchloric acid), C(C)(=O)OCC([C@H]1[C@@H](C[C@H]2[C@@H]3C[C@@H](C4=CC(C=C[C@]4(C)C3=CC[C@]12C)=O)Cl)C)=O (21-acetoxy-6α-chloro-16α-methyl-1,4,9(11)-pregnatriene-3,20-dione). The solvent is O1CCOCC1 (dioxane). Reaction conditions: time 60 minute. The product is C(C)(=O)OCC([C@H]1[C@@H](C[C@H]2[C@@H]3C[C@@H](C4=CC(C=C[C@]4(C)[C@]34[C@H](C[C@]12C)O4)=O)Cl)C)=O (21-acetoxy-6α-chloro-9,11β-epoxy-16α-methyl-9β-pregna-1,4-diene-3,20-dione). Yield: 41.7%. As a reaction SMILES: [C:1]([O:4][CH2:5][C:6](=[O:29])[C@@H:7]1[C@:24]2([CH3:25])[C@H:10]([C@H:11]3[C:21](=[CH:22][CH2:23]2)[C@:19]2([CH3:20])[C:14](=[CH:15][C:16](=[O:26])[CH:17]=[CH:18]2)[C@@H:13]([Cl:27])[CH2:12]3)[CH2:9][C@H:8]1[CH3:28])(=[O:3])[CH3:2].BrN1C(=[O:36])CCC1=O.Cl(O)(=O)(=O)=O>O1CCOCC1>[C:1]([O:4][CH2:5][C:6](=[O:29])[C@@H:7]1[C@:24]2([CH3:25])[C@H:10]([C@H:11]3[C@:21]4([O:36][C@H:22]4[CH2:23]2)[C@:19]2([CH3:20])[C:14](=[CH:15][C:16](=[O:26])[CH:17]=[CH:18]2)[C@@H:13]([Cl:27])[CH2:12]3)[CH2:9][C@H:8]1[CH3:28])(=[O:3])[CH3:2]. Reported procedure: A solution of 12.0 g of 21-acetoxy-6α-chloro-16α-methyl-1,4,9(11)-pregnatriene-3,20-dione in 120 ml of dioxane is stirred at room temperature after adding 11.1 g of N-bromosuccinimide and 60 ml of 10% perchloric acid and, after 60 minutes, poured into ice water. The thus-precipitated product is filtered off, washed with water, dried in the air, and dissovled in 215 ml of ethanol. After adding 29 g of potassium acetate, the solution is heated for 8 hours to 60° C. under argon. Then the mixture is... Reactants: Cl.Cl.C1(=CC=CC2=CC=CC=C12)[C@@H](C)N[C@@H]1CNCC1 ((S)-3-[(R)-1-(naphthalen-1-yl)ethylamino]pyrrolidine dihydrochloride), C1(=C(C=CC=C1)P(C(C)(C)C)C(C)(C)C)C1=CC=CC=C1 (biphenyl-2-yl-di-tert-butylphosphane), CC(=O)C1=CC=C(C=C1)Br (4-bromoacetophenone), CC(C)([O-])C.[Na+] (sodium tert-butoxide). The reagents and catalysts are [Pd].[Pd].C(C1=CC=CC=C1)=CC(=O)C=CC1=CC=CC=C1.C(C1=CC=CC=C1)=CC(=O)C=CC1=CC=CC=C1.C(C1=CC=CC=C1)=CC(=O)C=CC1=CC=CC=C1 (tris(dibenzylideneacetone) dipalladium). Solvent: C1(=CC=CC=C1)C (toluene), C(C)(=O)OCC (ethyl acetate). Reaction conditions: time 15 minute. The product is C(C)(=O)C1=CC=C(C=C1)N1C[C@H](CC1)N[C@H](C)C1=CC=CC2=CC=CC=C12 ((S)-1-(4-acetylphenyl)pyrrolidin-3-yl-[(R)-1-(naphthalen-1-yl)ethyl]amine). As a reaction SMILES: Cl.Cl.[C:3]1([C@H:13]([NH:15][C@H:16]2[CH2:20][CH2:19][NH:18][CH2:17]2)[CH3:14])[C:12]2[C:7](=[CH:8][CH:9]=[CH:10][CH:11]=2)[CH:6]=[CH:5][CH:4]=1.[CH3:21][C:22]([C:24]1[CH:29]=[CH:28][C:27](Br)=[CH:26][CH:25]=1)=[O:23].CC(C)([O-])C.[Na+].C1(C2C=CC=CC=2)C=CC=CC=1P(C(C)(C)C)C(C)(C)C>C1(C)C=CC=CC=1.C(OCC)(=O)C.[Pd].[Pd].C(=CC(C=CC1C=CC=CC=1)=O)C1C=CC=CC=1.C(=CC(C=CC1C=CC=CC=1)=O)C1C=CC=CC=1.C(=CC(C=CC1C=CC=CC=1)=O)C1C=CC=CC=1>[C:22]([C:24]1[CH:29]=[CH:28][C:27]([N:18]2[CH2:19][CH2:20][C@H:16]([NH:15][C@@H:13]([C:3]3[C:12]4[C:7](=[CH:8][CH:9]=[CH:10][CH:11]=4)[CH:6]=[CH:5][CH:4]=3)[CH3:14])[CH2:17]2)=[CH:26][CH:25]=1)(=[O:23])[CH3:21] |f:0.1.2,4.5,9.10.11.12.13|. Procedure: In 2 ml of toluene were suspended 200 mg of (S)-3-[(R)-1-(naphthalen-1-yl)ethylamino]pyrrolidine dihydrochloride, 127 mg of 4-bromoacetophenone, 214 mg of sodium tert-butoxide, and 76 mg of biphenyl-2-yl-di-tert-butylphosphane, and nitrogen gas was ventilated for 15 minutes. After adding 59 mg of tris(dibenzylideneacetone) dipalladium to the mixture, the reaction vessel was sealed and the mixture was stirred at room temperature for 3 days. The reaction mixture was diluted with ethyl acetate, and... The reactants are Cc1cc2c(-c3cccc(Br)c3)c(CC(=O)Nc3ccc(F)cc3C(F)(F)F)c(=O)oc2cc1Cl, CC(=O)[O-], CC(=O)[O-], C=CC(=O)OCCCC, CC(=O)[O-], CCOC(C)=O, CN(C)C=O, [Na+], O, [Pd+2], Cc1ccccc1P(c1ccccc1C)c1ccccc1C. The product is CCCCOC(=O)C=Cc1cccc(-c2c(CC(=O)Nc3ccc(F)cc3C(F)(F)F)c(=O)oc3cc(Cl)c(C)cc23)c1. As a reaction SMILES: [Br:1][c:2]1[cH:3][c:4](-[c:8]2[c:9]([CH2:21][C:22](=[O:23])[NH:24][c:25]3[c:26]([C:32]([F:33])([F:34])[F:35])[cH:27][c:28]([F:31])[cH:29][cH:30]3)[c:10](=[O:20])[o:11][c:12]3[cH:13][c:14]([Cl:19])[c:15]([CH3:18])[cH:16][c:17]23)[cH:5][cH:6][cH:7]1.[C:72]([O-:73])(=[O:74])[CH3:75].[C:77]([O-:78])(=[O:79])[CH3:80].[CH3:58][CH2:59][CH2:60][CH2:61][O:62][C:63](=[O:64])[CH:65]=[CH2:66].[CH3:68][C:69](=[O:70])[O-:71].[CH3:82][CH2:83][O:84][C:85](=[O:86])[CH3:87].[CH3:88][N:89]([CH3:90])[CH:91]=[O:92].[Na+:67].[OH2:81].[Pd+2:76].[c:36]1([CH3:37])[cH:38][cH:39][cH:40][cH:41][c:42]1[P:43]([c:44]1[cH:45][cH:46][cH:47][cH:48][c:49]1[CH3:50])[c:51]1[cH:52][cH:53][cH:54][cH:55][c:56]1[CH3:57]>>[c:2]1([CH:66]=[CH:65][C:63]([O:62][CH2:61][CH2:60][CH2:59][CH3:58])=[O:64])[cH:3][c:4](-[c:8]2[c:9]([CH2:21][C:22](=[O:23])[NH:24][c:25]3[c:26]([C:32]([F:33])([F:34])[F:35])[cH:27][c:28]([F:31])[cH:29][cH:30]3)[c:10](=[O:20])[o:11][c:12]3[cH:13][c:14]([Cl:19])[c:15]([CH3:18])[cH:16][c:17]23)[cH:5][cH:6][cH:7]1. Reactants: C(CCC)C=1NC(N(N1)C1=C(C=CC=C1)Cl)=O (5-butyl-2-(2-chlorophenyl)-2,4-dihydro-3H-1,2,4-triazol-3-one), [H-].[Na+] (sodium hydride), BrCC1=CC=C(OC(C(=O)OC)C2=CC=CC=C2)C=C1 (methyl 2-(4-bromomethylphenoxy)-2-phenylacetate). Run in CN(C)C=O (DMF), CN(C)C=O (DMF). Reaction conditions: time 2.5 hour. Yields the product C(CCC)C=1N(C(N(N1)C1=C(C=CC=C1)Cl)=O)CC1=CC=C(C=C1)OC(C1=CC=CC=C1)C(=O)OC (5-butyl-4-[4-[(1-carbomethoxy)(1-phenyl)methoxy]phenyl]methyl-2-(2-chlorophenyl)-2,4-dihydro-3H-1,2,4-triazol-3-one). Isolated yield 48.2%. As a reaction SMILES: [CH2:1]([C:5]1[NH:6][C:7](=[O:17])[N:8]([C:10]2[CH:15]=[CH:14][CH:13]=[CH:12][C:11]=2[Cl:16])[N:9]=1)[CH2:2][CH2:3][CH3:4].[H-].[Na+].Br[CH2:21][C:22]1[CH:39]=[CH:38][C:25]([O:26][CH:27]([C:32]2[CH:37]=[CH:36][CH:35]=[CH:34][CH:33]=2)[C:28]([O:30][CH3:31])=[O:29])=[CH:24][CH:23]=1>CN(C=O)C>[CH2:1]([C:5]1[N:6]([CH2:21][C:22]2[CH:39]=[CH:38][C:25]([O:26][CH:27]([C:28]([O:30][CH3:31])=[O:29])[C:32]3[CH:37]=[CH:36][CH:35]=[CH:34][CH:33]=3)=[CH:24][CH:23]=2)[C:7](=[O:17])[N:8]([C:10]2[CH:15]=[CH:14][CH:13]=[CH:12][C:11]=2[Cl:16])[N:9]=1)[CH2:2][CH2:3][CH3:4] |f:1.2|. Procedure details: A mixture of 64 mg (0.254 mmol) of the product of Step C, 6.1 mg (0.254 mmol) of sodium hydride, and 0.5 mL of DMF was stirred under N2 at room temperature for 2.5 hours. To this was then added 100 mg (0.299 mmol) of methyl 2-(4-bromomethylphenoxy)-2-phenylacetate (from Example 1, Step C), dissolved in a minimal amount of DMF. Stirring was continued for 48 hours. The mixture was then partitioned between 5 mL H2O and 8 mL EtOAc, and the aqueous layer was further extracted with 2×8 mL EtOAc. The c... Starting materials: CCOC(=O)/N=N/C(=O)OCC (diethylazodicarboxylate), ClC1=C(C=CC(=C1)Cl)C=1N=C(C(=NC1CC)N[C@@H]1[C@@H](CC2=CC=CC=C12)O)CC ((1S,2R)-1-{[5-(2,4-dichlorophenyl)-3,6-diethylpyrazin-2-yl]amino}-2,3-dihydro-1H-inden-2-ol), [N+](=O)([O-])C1=CC=C(C(=O)O)C=C1 (4-nitrobenzoic acid), C1(=CC=CC=C1)P(C1=CC=CC=C1)C1=CC=CC=C1 (triphenylphosphine). Run in C1=CC=CC=C1 (benzene). Run at temperature 0 celsius, time 18 hour. Product: [N+](=O)([O-])C1=CC=C(C(=O)O[C@@H]2[C@H](C3=CC=CC=C3C2)NC2=NC(=C(N=C2CC)C2=C(C=C(C=C2)Cl)Cl)CC)C=C1 ((1S,2S)-1-{[5-(2,4-dichlorophenyl)-3,6-diethylpyrazin-2-yl]amino}-2,3-dihydro-1H-inden-2-yl 4-nitrobenzoate). RXN SMILES: [Cl:1][C:2]1[CH:7]=[C:6]([Cl:8])[CH:5]=[CH:4][C:3]=1[C:9]1[N:10]=[C:11]([CH2:28][CH3:29])[C:12]([NH:17][C@H:18]2[C:26]3[C:21](=[CH:22][CH:23]=[CH:24][CH:25]=3)[CH2:20][C@H:19]2[OH:27])=[N:13][C:14]=1[CH2:15][CH3:16].[N+:30]([C:33]1[CH:41]=[CH:40][C:36]([C:37](O)=[O:38])=[CH:35][CH:34]=1)([O-:32])=[O:31].C1(P(C2C=CC=CC=2)C2C=CC=CC=2)C=CC=CC=1.CCOC(/N=N/C(OCC)=O)=O>C1C=CC=CC=1>[N+:30]([C:33]1[CH:34]=[CH:35][C:36]([C:37]([O:27][C@H:19]2[CH2:20][C:21]3[C:26](=[CH:25][CH:24]=[CH:23][CH:22]=3)[C@@H:18]2[NH:17][C:12]2[C:11]([CH2:28][CH3:29])=[N:10][C:9]([C:3]3[CH:4]=[CH:5][C:6]([Cl:8])=[CH:7][C:2]=3[Cl:1])=[C:14]([CH2:15][CH3:16])[N:13]=2)=[O:38])=[CH:40][CH:41]=1)([O-:32])=[O:31]. Procedure: A solution of (1S,2R)-1-{[5-(2,4-dichlorophenyl)-3,6-diethylpyrazin-2-yl]amino}-2,3-dihydro-1H-inden-2-ol (321 mg, 0.75 mmol), 4-nitrobenzoic acid (552 mg, 3.3 mmol), and triphenylphosphine (964 mg, 3.7 mmol) in benzene (19 mL) was purged with nitrogen and cooled to 0° C. The resulting yellow suspension was treated with diethylazodicarboxylate (0.58 mL, 3.7 mmol) becoming lighter in color with gradual warming to RT. After 18 hours, the volatiles were removed under reduced pressure with the resul...